From a dataset of the Open Reaction Database (ORD), a public repository of structured organic reaction records. describe an organic reaction: reactants, conditions, products, and yield The reactants are O=C([O-])[O-], CN(C)c1ccc(N)cc1, CC(=O)CC(C)=O, CC(=O)[O-], CCO, [K+], O=N[O-], [Na+], [Na+], [Na+], O=[N+]([O-])O, O=P(O)(O)O. Yields the product CC(=O)C(=NNc1ccc(N(C)C)cc1)C(C)=O. RXN SMILES: [C:36](=[O:37])([O-:38])[O-:39].[CH3:1][N:2]([CH3:3])[c:4]1[cH:5][cH:6][c:7]([NH2:8])[cH:9][cH:10]1.[CH3:24][C:25]([CH2:26][C:27]([CH3:28])=[O:29])=[O:30].[CH3:32][C:33](=[O:34])[O-:35].[CH3:42][CH2:43][OH:44].[K+:31].[N:20]([O-:21])=[O:22].[Na+:23].[Na+:40].[Na+:41].[OH:16][N+:17](=[O:18])[O-:19].[P:11](=[O:12])([OH:13])([OH:14])[OH:15]>>[CH3:1][N:2]([CH3:3])[c:4]1[cH:5][cH:6][c:7]([NH:8][N:20]=[C:26]([C:25]([CH3:24])=[O:30])[C:27]([CH3:28])=[O:29])[cH:9][cH:10]1.